Task: describe an organic reaction: reactants, conditions, products, and yield. Dataset: the Open Reaction Database (ORD), a public repository of structured organic reaction records RXN SMILES: C([N-]C(C)C)(C)C.[Li+].[S:9]1[C:13]2[CH:14]=[CH:15][CH:16]=[CH:17][C:12]=2[N:11]=[CH:10]1.[CH3:18][N:19]1[C:24](=[O:25])[C:23]2[CH:26]=[C:27]([CH:29]=[O:30])[S:28][C:22]=2[N:21]([CH2:31][CH:32]([CH3:34])[CH3:33])[C:20]1=[O:35].C(=O)([O-])O.[Na+]>O1CCCC1>[OH:30][CH:29]([C:27]1[S:28][C:22]2[N:21]([CH2:31][CH:32]([CH3:33])[CH3:34])[C:20](=[O:35])[N:19]([CH3:18])[C:24](=[O:25])[C:23]=2[CH:26]=1)[C:10]1[S:9][C:13]2[CH:14]=[CH:15][CH:16]=[CH:17][C:12]=2[N:11]=1 |f:0.1,4.5|. The yield is 33.2%. The reactants are C(O)([O-])=O.[Na+] (sodium hydrogen carbonate), C(C)(C)[N-]C(C)C.[Li+] (Lithium diisopropylamide), S1C=NC2=C1C=CC=C2 (benzothiazole), CN1C(N(C2=C(C1=O)C=C(S2)C=O)CC(C)C)=O (1,2,3,4-tetrahydro-3-methyl-1-(2-methylpropyl)-2,4-dioxothieno[2,3-d]pyrimidine-6-carboxaldehyde). Procedure details: Lithium diisopropylamide (2.25 mmol) was added to a solution of benzothiazole (230 mg) in tetrahydrofuran (10 ml) at −78° C. After 5 minutes 1,2,3,4-tetrahydro-3-methyl-1-(2-methylpropyl)-2,4-dioxothieno[2,3-d]pyrimidine-6-carboxaldehyde (300 mg) was added and the reaction mixture kept at −78° C. After a further 30 minutes saturated sodium hydrogen carbonate solution was added and the reaction mixture was allowed to warm to room temperature. The mixture was extracted with ethyl acetate, dried ov... Solvent: O1CCCC1 (tetrahydrofuran). The product is OC(C=1SC2=C(N1)C=CC=C2)C2=CC1=C(N(C(N(C1=O)C)=O)CC(C)C)S2 ((±)-6-[1-Hydroxy-1-(benzothiazol-2-yl)methyl]-3-methyl-1-(2-methylpropyl)thieno[2,3-d]pyrimidine-2,4(1H,3H)-dione). Reactants: ClC1=C(C#N)C(=CC(=N1)NC1=NNC(=C1)C)C (2-chloro-6-(5-methyl-1H-pyrazol-3-ylamino)-4-methylnicotinonitrile), Cl.ClC=1C=C(OCCN)C=CC1F (2-(3-chloro-4-fluorophenoxy)ethylamine hydrochloride), C(O)([O-])=O.[Na+] (sodium hydrogencarbonate), CS(=O)C (DMSO). Run in O (water). Conditions: temperature 100 celsius, time 27 hour. The product is ClC=1C=C(OCCNC2=C(C#N)C(=CC(=N2)NC2=NNC(=C2)C)C)C=CC1F (2-(2-(3-chloro-4-fluorophenoxy)ethylamino)-6-(5-methyl-1H-pyrazol-3-ylamino)-4-methylnicotinonitrile). The yield is 5.3%. As a reaction SMILES: Cl[C:2]1[N:9]=[C:8]([NH:10][C:11]2[CH:15]=[C:14]([CH3:16])[NH:13][N:12]=2)[CH:7]=[C:6]([CH3:17])[C:3]=1[C:4]#[N:5].Cl.[Cl:19][C:20]1[CH:21]=[C:22]([CH:27]=[CH:28][C:29]=1[F:30])[O:23][CH2:24][CH2:25][NH2:26].C(=O)([O-])O.[Na+].CS(C)=O>O>[Cl:19][C:20]1[CH:21]=[C:22]([CH:27]=[CH:28][C:29]=1[F:30])[O:23][CH2:24][CH2:25][NH:26][C:2]1[N:9]=[C:8]([NH:10][C:11]2[CH:15]=[C:14]([CH3:16])[NH:13][N:12]=2)[CH:7]=[C:6]([CH3:17])[C:3]=1[C:4]#[N:5] |f:1.2,3.4|. Procedure details: Compound A (300 mg, 1.22 mmol), 2-(3-chloro-4-fluorophenoxy)ethylamine hydrochloride (824 mg) and sodium hydrogencarbonate (1.02 g) were added to DMSO (10 ml), and the mixture was stirred at 100° C. for 27 hr. After stirring, the reaction mixture was added to cold water, and the mixture was extracted with ethyl acetate. The organic layer was washed with saturated brine, and concentrated, and the residue was washed by suspending in ethyl acetate to give the object compound of 2-(2-(3-chloro-4-flu... Reactants: OC1CC2C(CC3=CC=CC(=C3C2)OCC(=O)O)C1CCC(CCCCC)OC1OCCCC1 ({2-hydroxy-1-[3-(tetrahydropyran-2-yloxy)octyl]-2,3,3a,4,9,9a-hexahydro-1H-cyclopenta[b]naphthalen-5-yloxy}acetic acid), OCCC(=O)OCC1=CC=CC=C1 (benzyl 3-hydroxypropionate), CN(C)C (trimethylamine), C1COC(=O)N1P(=O)(N2CCOC2=O)Cl (BOP—Cl). Run in C(Cl)Cl (DCM), CC(C)(C)OC (MTBE). Run at time 16 hour. Yields the product OC1CC2C(CC3=CC=CC(=C3C2)OCC(=O)OCCC(=O)O)C1CCC(CCCCC)O (3-{2-[2-hydroxy-1-(3-hydroxyoctyl)-2,3,3a,4,9,9a-hexahydro-1H-cyclopenta[b]naphthalen-5-yloxy]acetoxy}propionic acid). RXN SMILES: [OH:1][CH:2]1[CH:19]([CH2:20][CH2:21][CH:22]([O:28]C2CCCCO2)[CH2:23][CH2:24][CH2:25][CH2:26][CH3:27])[CH:5]2[CH2:6][C:7]3[C:12]([CH2:13][CH:4]2[CH2:3]1)=[C:11]([O:14][CH2:15][C:16]([OH:18])=[O:17])[CH:10]=[CH:9][CH:8]=3.O[CH2:36][CH2:37][C:38]([O:40]CC1C=CC=CC=1)=[O:39].CN(C)C.C1N(P(Cl)(N2C(=O)OCC2)=O)C(=O)OC1>C(Cl)Cl.CC(OC)(C)C>[OH:1][CH:2]1[CH:19]([CH2:20][CH2:21][CH:22]([OH:28])[CH2:23][CH2:24][CH2:25][CH2:26][CH3:27])[CH:5]2[CH2:6][C:7]3[C:12]([CH2:13][CH:4]2[CH2:3]1)=[C:11]([O:14][CH2:15][C:16]([O:18][CH2:36][CH2:37][C:38]([OH:40])=[O:39])=[O:17])[CH:10]=[CH:9][CH:8]=3. Procedure details: To a solution of Compound B (120 mg, 0.25 mmol), benzyl 3-hydroxypropionate (54 mg, 0.30 mmol) and trimethylamine (140 μL, 1.0 mmol) in DCM (4 mL) was added BOP—Cl (95 mg, 0.38 mmol). The reaction mixture was stirred at RT for 16 hr under nitrogen, diluted with MTBE, washed with brine, dried over sodium sulfate, and concentrated to an oil that was purified by silica gel chromatography. A solution of the THP-protected diester in ethanol (4 mL) was treated with PPTS (50 mg), stirred at 50° C. for ... Starting materials: C(C1=CC=CC=C1)OC=1C=C(C=O)C=CC1 (3-benzyloxybenzaldehyde), NC1=C(C(C2=CC(=CC=C2)CNC(=O)OC(C)(C)C)O)C=C(C=C1)Cl (2-amino-5-chloro-α-(3-tert-butoxycarbonylaminomethylphenyl)benzyl alcohol), C(C)(=O)O (acetic acid), [BH4-].C(#N)[Na] (cyano sodium borohydride). The solvent is CO (methanol). Yields the product C(C1=CC=CC=C1)OC=1C=C(CC2=C(C(C3=CC(=CC=C3)CNC(=O)OC(C)(C)C)O)C=C(C=C2)Cl)C=CC1 (2-(3-benzyloxybenzyl)-5-chloro-α-(3-tert-butoxycarbonylaminomethylphenyl)benzyl alcohol). RXN SMILES: [CH2:1]([O:8][C:9]1[CH:10]=[C:11]([CH:14]=[CH:15][CH:16]=1)[CH:12]=O)[C:2]1[CH:7]=[CH:6][CH:5]=[CH:4][CH:3]=1.C(O)(=O)C.[BH4-].C([Na])#N.N[C:26]1[CH:48]=[CH:47][C:46]([Cl:49])=[CH:45][C:27]=1[CH:28]([OH:44])[C:29]1[CH:34]=[CH:33][CH:32]=[C:31]([CH2:35][NH:36][C:37]([O:39][C:40]([CH3:43])([CH3:42])[CH3:41])=[O:38])[CH:30]=1>CO>[CH2:1]([O:8][C:9]1[CH:10]=[C:11]([CH:14]=[CH:15][CH:16]=1)[CH2:12][C:26]1[CH:48]=[CH:47][C:46]([Cl:49])=[CH:45][C:27]=1[CH:28]([OH:44])[C:29]1[CH:34]=[CH:33][CH:32]=[C:31]([CH2:35][NH:36][C:37]([O:39][C:40]([CH3:43])([CH3:42])[CH3:41])=[O:38])[CH:30]=1)[C:2]1[CH:7]=[CH:6][CH:5]=[CH:4][CH:3]=1 |f:2.3|. Procedure: In methanol (15 ml) were dissolved 2-amino-5-chloro-α-(3-tert-butoxycarbonylaminomethylphenyl)benzyl alcohol produced in Example 1-(2) (0.6 g) and 3-benzyloxybenzaldehyde (0.38 g). To the solution was added acetic acid (0.12 g). To the mixture was added dropwise, while stirring at room temperature, cyano sodium borohydride (0.13 g). The reaction mixture was stirred for one hour at 60° C., to which was then added water (50 ml), followed by extraction with ethyl acetate (80 ml). The organic layer ... The reactants are O=C([O-])[O-], O=C1CCC2CNCCN12, CS(C)=O, [Cl-], Cc1cc(F)ccc1-c1cc(Cl)ncc1N(C)C(=O)C(C)(C)c1cc(C(F)(F)F)cc(C(F)(F)F)c1, [K+], [K+], [NH4+]. The product is Cc1cc(F)ccc1-c1cc(N2CCN3C(=O)CCC3C2)ncc1N(C)C(=O)C(C)(C)c1cc(C(F)(F)F)cc(C(F)(F)F)c1. Reaction SMILES: [C:47](=[O:48])([O-:49])[O-:50].[CH2:37]1[CH:38]2[N:39]([CH2:40][CH2:41][NH:42]1)[C:43](=[O:46])[CH2:44][CH2:45]2.[CH3:55][S:56]([CH3:57])=[O:58].[Cl-:53].[F:1][C:2]([c:3]1[cH:4][c:5]([C:13]([C:14](=[O:15])[N:16]([CH3:17])[c:18]2[cH:19][n:20][c:21]([Cl:32])[cH:22][c:23]2-[c:24]2[c:25]([CH3:31])[cH:26][c:27]([F:30])[cH:28][cH:29]2)([CH3:33])[CH3:34])[cH:6][c:7]([C:9]([F:10])([F:11])[F:12])[cH:8]1)([F:35])[F:36].[K+:51].[K+:52].[NH4+:54]>>[F:1][C:2]([c:3]1[cH:4][c:5]([C:13]([C:14](=[O:15])[N:16]([CH3:17])[c:18]2[cH:19][n:20][c:21]([N:42]3[CH2:37][CH:38]4[N:39]([CH2:40][CH2:41]3)[C:43](=[O:46])[CH2:44][CH2:45]4)[cH:22][c:23]2-[c:24]2[c:25]([CH3:31])[cH:26][c:27]([F:30])[cH:28][cH:29]2)([CH3:33])[CH3:34])[cH:6][c:7]([C:9]([F:10])([F:11])[F:12])[cH:8]1)([F:35])[F:36].